The task is: describe an organic reaction: reactants, conditions, products, and yield. This data is from the Open Reaction Database (ORD), a public repository of structured organic reaction records. Reactants: FC1=C(C=CC=C1)C(C1=C(C=CC(=C1)F)N1C(=NC=C1CO)CN(C)C)=O (2',5-difluoro-2-[2-[(dimethylamino)methyl]-5-hydroxymethylimidazol-1-yl]-benzophenone), N(=NC(=O)OCC)C(=O)OCC (diethyl azodicarboxylate), C1(=CC=CC=C1)P(C1=CC=CC=C1)C1=CC=CC=C1 (triphenylphosphine), C1(C=2C(C(N1)=O)=CC=CC2)=O (phthalimide). Product: FC1=CC(=C(C=C1)N1C(=NC=C1CN1C(C=2C(C1=O)=CC=CC2)=O)CN(C)C)C(C2=C(C=CC=C2)F)=O (N-[[1-[4-fluoro-2-(o-fluorobenzoyl)phenyl]-2-[(dimethylamino)methyl]imidazol-5-yl]methyl]phthalimide). As a reaction SMILES: [F:1][C:2]1[CH:7]=[CH:6][CH:5]=[CH:4][C:3]=1[C:8](=[O:27])[C:9]1[CH:14]=[C:13]([F:15])[CH:12]=[CH:11][C:10]=1[N:16]1[C:20]([CH2:21]O)=[CH:19][N:18]=[C:17]1[CH2:23][N:24]([CH3:26])[CH3:25].C1(P(C2C=CC=CC=2)C2C=CC=CC=2)C=CC=CC=1.[C:47]1(=[O:57])[NH:51][C:50](=[O:52])[C:49]2=[CH:53][CH:54]=[CH:55][CH:56]=[C:48]12.N(C(OCC)=O)=NC(OCC)=O>>[F:15][C:13]1[CH:12]=[CH:11][C:10]([N:16]2[C:20]([CH2:21][N:51]3[C:47](=[O:57])[C:48]4=[CH:56][CH:55]=[CH:54][CH:53]=[C:49]4[C:50]3=[O:52])=[CH:19][N:18]=[C:17]2[CH2:23][N:24]([CH3:25])[CH3:26])=[C:9]([C:8](=[O:27])[C:3]2[CH:4]=[CH:5][CH:6]=[CH:7][C:2]=2[F:1])[CH:14]=1. Procedure details: In the manner given in Example 3, 2',5-difluoro-2-[2-[(dimethylamino)methyl]-5-hydroxymethylimidazol-1-yl]-benzophenone, triphenylphosphine, phthalimide and thereafter diethyl azodicarboxylate are reacted together to give N-[[1-[4-fluoro-2-(o-fluorobenzoyl)phenyl]-2-[(dimethylamino)methyl]imidazol-5-yl]methyl]phthalimide. Starting materials: C(C)N1CCC(C2=CC(=CC(=C12)C(CC)O)C(C)C)(C)C (1-(1-ethyl-6-isopropyl-4,4-dimethyl-1,2,3,4-tetrahydro-quinolin-8-yl)-propan-1-ol), C(C)N1CCC(C2=CC(=CC(=C12)C(CC)O)C(C)C)(C)C (1-(1-ethyl-6-isopropyl-4,4-dimethyl-1,2,3,4-tetrahydro-quinolin-8-yl)-propan-1-ol), C[N+]1(CCOCC1)[O-] (4-methylmorpholine N-oxide). The product is C(C)N1CCC(C2=CC(=CC(=C12)C(CC)=O)C(C)C)(C)C (1-(1-Ethyl-6-isopropyl-4,4-dimethyl-1,2,3,4-tetrahydro-quinolin-8-yl)-propan-1-one). As a reaction SMILES: [CH2:1]([N:3]1[C:12]2[C:7](=[CH:8][C:9]([CH:17]([CH3:19])[CH3:18])=[CH:10][C:11]=2[CH:13]([OH:16])[CH2:14][CH3:15])[C:6]([CH3:21])([CH3:20])[CH2:5][CH2:4]1)[CH3:2].C[N+]1([O-])CCOCC1>>[CH2:1]([N:3]1[C:12]2[C:7](=[CH:8][C:9]([CH:17]([CH3:19])[CH3:18])=[CH:10][C:11]=2[C:13](=[O:16])[CH2:14][CH3:15])[C:6]([CH3:21])([CH3:20])[CH2:5][CH2:4]1)[CH3:2]. Procedure details: Following General Procedure D, 1-(1-ethyl-6-isopropyl-4,4-dimethyl-1,2,3,4-tetrahydro-quinolin-8-yl)-propan-1-ol (Intermediate 10, 5.37 g, 21.3 mmol) and 4-methylmorpholine N-oxide (5.00 g, 42.6 mmol) were reacted to give the title compound as a yellow oil. Product: C1(CCC1)C1=CC(=C(C(=O)N2CCC(CC2)C2=CC=C(C#N)C=C2)C=C1C1=NN=C(N1)[C@@H]1OCCC1)C ((R)-4-(1-(4-Cyclobutyl-2-methyl-5-(5-(tetrahydrofuran-2-yl)-4H-1,2,4-triazol-3-yl)benzoyl)piperidin-4-yl)benzonitrile). The reactants are O1[C@H](CCC1)C(=O)NN ((R)-tetrahydrofuran-2-carbohydrazide), C1(CCC1)C1=CC(=C(C(=O)N2CCC(CC2)C2=CC=C(C#N)C=C2)C=C1C1=NN=C(N1)C)C (4-(1-(4-cyclobutyl-2-methyl-5-(5-methyl-4H-1,2,4-triazol-3-yl)benzoyl)piperidin-4-yl)benzonitrile), C1(CCC1)C1=CC(=C(C(=O)N2CCC(CC2)C2=CC=C(C#N)C=C2)C=C1C1=NN=C(N1)C)C (4-(1-(4-cyclobutyl-2-methyl-5-(5-methyl-4H-1,2,4-triazol-3-yl)benzoyl)piperidin-4-yl)benzonitrile), O1[C@H](CCC1)C(=O)NN ((R)-tetrahydrofuran-2-carbohydrazide). Procedure: The title compound was prepared using standard chemical manipulations and procedures similar to those used for the preparation of 4-(1-(4-cyclobutyl-2-methyl-5-(5-methyl-4H-1,2,4-triazol-3-yl)benzoyl)piperidin-4-yl)benzonitrile (compound 152), using (R)-tetrahydrofuran-2-carbohydrazide (compound 174.1) in place of acetohydrazide. m/z (ES+) 496 (M+H)+. 1H NMR (300 MHz, CD3OD) δ 7.70 (d, 2H), 7.49-7.41 (m, 4H), 5.15 (t, 1H), 4.89-4.80 (m, 1H), 4.14-3.92 (m, 3H), 3.65-3.51 (m, 1H), 3.33-3.27 (m, 1H... As a reaction SMILES: [CH:1]1([C:5]2[C:26]([C:27]3[NH:31][C:30]([CH3:32])=[N:29][N:28]=3)=[CH:25][C:8]([C:9]([N:11]3[CH2:16][CH2:15][CH:14]([C:17]4[CH:24]=[CH:23][C:20]([C:21]#[N:22])=[CH:19][CH:18]=4)[CH2:13][CH2:12]3)=[O:10])=[C:7]([CH3:33])[CH:6]=2)[CH2:4][CH2:3][CH2:2]1.[O:34]1C[CH2:37][CH2:36][C@@H:35]1C(NN)=O>>[CH:1]1([C:5]2[C:26]([C:27]3[NH:31][C:30]([C@H:32]4[CH2:37][CH2:36][CH2:35][O:34]4)=[N:29][N:28]=3)=[CH:25][C:8]([C:9]([N:11]3[CH2:12][CH2:13][CH:14]([C:17]4[CH:24]=[CH:23][C:20]([C:21]#[N:22])=[CH:19][CH:18]=4)[CH2:15][CH2:16]3)=[O:10])=[C:7]([CH3:33])[CH:6]=2)[CH2:4][CH2:3][CH2:2]1. Reactants: Cl.BrC=1C=C(C=CC1)NN (3-bromophenylhydrazine hydrochloride), [Li+].C[Si](C)(C)[N-][Si](C)(C)C (LiHMDS), CI (MeI). Run in C1CCOC1 (THF). Reaction conditions: time 30 minute. Yields the product BrC=1C=C(C=CC1)N(N)C (1-(3-Bromophenyl)-1-methylhydrazine). The yield is 75.7%. Reaction SMILES: Cl.[Br:2][C:3]1[CH:4]=[C:5]([NH:9][NH2:10])[CH:6]=[CH:7][CH:8]=1.[Li+].[CH3:12][Si]([N-][Si](C)(C)C)(C)C.CI>C1COCC1>[Br:2][C:3]1[CH:4]=[C:5]([N:9]([CH3:12])[NH2:10])[CH:6]=[CH:7][CH:8]=1 |f:0.1,2.3|. Procedure: To a solution of 3-bromophenylhydrazine hydrochloride (15 g, 67 mmol) in anhydrous THF (360 mL) was added LiHMDS (1.0 M solution in THF, 127 mL, 127 mmol) dropwise over a period of 1 h at 0° C. The reaction mixture was stirred for 30 min while warming to room temperature. The flask was recooled to −78° C., and MeI (4.1 mL, 67 mmol) was added. The reaction mixture was stirred for 2 h at 0° C. and then was quenched with water (600 mL). The aqueous layer was extracted with methylene chloride (3×200... The reactants are COc1cc2nccc(Oc3ccc(N)c(F)c3)c2cc1OC, CCO, Cc1ccccc1, O=C(N=C=S)c1ccccc1Cl. Yields the product COc1cc2nccc(Oc3ccc(NC(=S)NC(=O)c4ccccc4Cl)c(F)c3)c2cc1OC. RXN SMILES: [CH3:1][O:2][c:3]1[cH:4][c:5]2[c:6]([O:15][c:16]3[cH:17][c:18]([F:23])[c:19]([NH2:20])[cH:21][cH:22]3)[cH:7][cH:8][n:9][c:10]2[cH:11][c:12]1[O:13][CH3:14].[CH3:24][CH2:25][OH:26].[CH3:39][c:40]1[cH:41][cH:42][cH:43][cH:44][cH:45]1.[Cl:27][c:28]1[c:29]([C:34](=[O:35])[N:36]=[C:37]=[S:38])[cH:30][cH:31][cH:32][cH:33]1>>[CH3:1][O:2][c:3]1[cH:4][c:5]2[c:6]([O:15][c:16]3[cH:17][c:18]([F:23])[c:19]([NH:20][C:37]([NH:36][C:34]([c:29]4[c:28]([Cl:27])[cH:33][cH:32][cH:31][cH:30]4)=[O:35])=[S:38])[cH:21][cH:22]3)[cH:7][cH:8][n:9][c:10]2[cH:11][c:12]1[O:13][CH3:14]. The reactants are COC=1C(C(=C(C(C1OC)=O)CC1=CC=C(C=C1)CCC(=O)O)C)=O (3-[4-(5,6-dimethoxy-3-methyl-1,4-benzoquinon-2-ylmethyl)phenyl]propionic Acid), C(C1=CC=CC=C1)N (benzylamine). The product is COC=1C(C(=C(C(C1OC)=O)CC1=CC=C(C=C1)CCC(=O)NCC1=CC=CC=C1)C)=O (N-[3-[4-(5,6-dimethoxy-3-methyl-1,4-benzoquinon-2-ylmethyl)phenyl]propionyl]benzylamine). The yield is 13.8%. Reaction SMILES: [CH3:1][O:2][C:3]1[C:4](=[O:25])[C:5]([CH3:24])=[C:6]([CH2:12][C:13]2[CH:18]=[CH:17][C:16]([CH2:19][CH2:20][C:21](O)=[O:22])=[CH:15][CH:14]=2)[C:7](=[O:11])[C:8]=1[O:9][CH3:10].[CH2:26]([NH2:33])[C:27]1[CH:32]=[CH:31][CH:30]=[CH:29][CH:28]=1>>[CH3:1][O:2][C:3]1[C:4](=[O:25])[C:5]([CH3:24])=[C:6]([CH2:12][C:13]2[CH:14]=[CH:15][C:16]([CH2:19][CH2:20][C:21]([NH:33][CH2:26][C:27]3[CH:32]=[CH:31][CH:30]=[CH:29][CH:28]=3)=[O:22])=[CH:17][CH:18]=2)[C:7](=[O:11])[C:8]=1[O:9][CH3:10]. Procedure details: 3-[(4-(5,6-dimethoxy-3-methyl-1,4-benzoquinon-2-ylmethyl)phenyl]propionic acid (200 mg, 0.58 mmol) obtained in Example 1 and benzylamine (80 mg, 0.75 mmol) were used, and a method similar to that described in Example 3 was employed to obtain the title compound (33 mg, 0.08 mmol, yield 13%). Starting materials: O=C(O)c1nc(-c2ccccc2Br)oc1C(F)(F)F, CN(CCOCC1CC1)c1ccc(N)cn1. Product: CN(CCOCC1CC1)c1ccc(NC(=O)c2nc(-c3ccccc3Br)oc2C(F)(F)F)cn1. Reaction SMILES: [Br:1][c:2]1[c:3](-[c:8]2[o:9][c:10]([C:16]([F:17])([F:18])[F:19])[c:11]([C:13](=[O:14])[OH:15])[n:12]2)[cH:4][cH:5][cH:6][cH:7]1.[CH:20]1([CH2:23][O:24][CH2:25][CH2:26][N:27]([c:28]2[n:29][cH:30][c:31]([NH2:34])[cH:32][cH:33]2)[CH3:35])[CH2:21][CH2:22]1>>[Br:1][c:2]1[c:3](-[c:8]2[o:9][c:10]([C:16]([F:17])([F:18])[F:19])[c:11]([C:13](=[O:15])[NH:34][c:31]3[cH:30][n:29][c:28]([N:27]([CH2:26][CH2:25][O:24][CH2:23][CH:20]4[CH2:21][CH2:22]4)[CH3:35])[cH:33][cH:32]3)[n:12]2)[cH:4][cH:5][cH:6][cH:7]1.